This data is from the Open Reaction Database (ORD), a public repository of structured organic reaction records. The task is: describe an organic reaction: reactants, conditions, products, and yield Reaction SMILES: [CH2:1]([CH3:2])[O:3][C:4]([CH:5]([CH2:6][c:7]1[cH:8][c:9]([CH:12]2[N:13]([C:17]([CH2:18][c:19]3[cH:20][cH:21][c:22]([N+:25]([O-:26])=[O:27])[cH:23][cH:24]3)=[O:28])[CH2:14][CH2:15][CH2:16]2)[n:10][o:11]1)[NH:29][C:30](=[O:31])[O:32][CH2:33][CH:34]=[CH2:35])=[O:36].[CH2:41]([OH:42])[CH3:43].[ClH:37].[Fe:44].[Na+:39].[OH-:38].[OH2:40]>>[CH2:1]([CH3:2])[O:3][C:4]([CH:5]([CH2:6][c:7]1[cH:8][c:9]([CH:12]2[N:13]([C:17]([CH2:18][c:19]3[cH:20][cH:21][c:22]([NH2:25])[cH:23][cH:24]3)=[O:28])[CH2:14][CH2:15][CH2:16]2)[n:10][o:11]1)[NH:29][C:30](=[O:31])[O:32][CH2:33][CH:34]=[CH2:35])=[O:36]. Starting materials: C=CCOC(=O)NC(Cc1cc(C2CCCN2C(=O)Cc2ccc([N+](=O)[O-])cc2)no1)C(=O)OCC, CCO, Cl, [Fe], [Na+], [OH-], O. Product: C=CCOC(=O)NC(Cc1cc(C2CCCN2C(=O)Cc2ccc(N)cc2)no1)C(=O)OCC.